From a dataset of the Open Reaction Database (ORD), a public repository of structured organic reaction records. describe an organic reaction: reactants, conditions, products, and yield Starting materials: COC=1C=C(C=O)C=CC1OC (3,4-dimethoxybenzaldehyde), [N+](=O)(O)[O-] (nitric acid). The solvent is ice water. Product: COC1=CC(=C(C=O)C=C1OC)[N+](=O)[O-] (4,5-Dimethoxy-2-nitrobenzaldehyde). The yield is 61.0%. As a reaction SMILES: [CH3:1][O:2][C:3]1[CH:4]=[C:5]([CH:8]=[CH:9][C:10]=1[O:11][CH3:12])[CH:6]=[O:7].[N+:13]([O-])([OH:15])=[O:14]>>[CH3:12][O:11][C:10]1[C:3]([O:2][CH3:1])=[CH:4][C:5]([CH:6]=[O:7])=[C:8]([N+:13]([O-:15])=[O:14])[CH:9]=1. Procedure: After reacting 135 g of 3,4-dimethoxybenzaldehyde and 500 ml of conc. nitric acid at 10° C. for 20 hours, the reaction mixture was poured in 3 l of ice water and the resultant crystals were collected by filtration. The crystals were dissolved in a mixed solvent of 8 l of toluene and 500 ml of ethyl acetate. After washing the resultant solution once with a saturated aqueous solution of sodium bicarbonate, three times with water and then once with saturated saline, the solution was concentrated to... The reactants are CN(C)C=O, CC(Cl)Cl, NCc1ccccc1, Cc1cc(-c2cc(-c3cccc(OCC(=O)O)c3)[nH]c(=O)n2)ccc1O, On1nnc2ccccc21. The product is Cc1cc(-c2cc(-c3cccc(OCC(=O)NCc4ccccc4)c3)[nH]c(=O)n2)ccc1O. As a reaction SMILES: [CH3:49][N:50]([CH3:51])[CH:52]=[O:53].[Cl:45][CH:46]([Cl:47])[CH3:48].[NH2:27][CH2:28][c:29]1[cH:30][cH:31][cH:32][cH:33][cH:34]1.[OH:1][c:2]1[c:3]([CH3:26])[cH:4][c:5](-[c:8]2[cH:9][c:10](-[c:15]3[cH:16][c:17]([O:21][CH2:22][C:23](=[O:24])[OH:25])[cH:18][cH:19][cH:20]3)[nH:11][c:12](=[O:14])[n:13]2)[cH:6][cH:7]1.[OH:35][n:36]1[c:37]2[cH:38][cH:39][cH:40][cH:41][c:42]2[n:43][n:44]1>>[OH:1][c:2]1[c:3]([CH3:26])[cH:4][c:5](-[c:8]2[cH:9][c:10](-[c:15]3[cH:16][c:17]([O:21][CH2:22][C:23](=[O:25])[NH:27][CH2:28][c:29]4[cH:30][cH:31][cH:32][cH:33][cH:34]4)[cH:18][cH:19][cH:20]3)[nH:11][c:12](=[O:14])[n:13]2)[cH:6][cH:7]1. The reactants are CO, [Li+], C1CCOC1, [OH-], O, CCOC(=O)c1cccc(NC(=O)NC2CN(C(=O)c3ccco3)c3ccc(C)cc3N(CC(=O)c3ccccc3C)C2=O)c1. Product: Cc1ccc2c(c1)N(CC(=O)c1ccccc1C)C(=O)C(NC(=O)Nc1cccc(C(=O)O)c1)CN2C(=O)c1ccco1. RXN SMILES: [CH3:54][OH:55].[Li+:48].[O:49]1[CH2:50][CH2:51][CH2:52][CH2:53]1.[OH-:47].[OH2:46].[c:1]1([CH3:45])[c:2]([C:7](=[O:8])[CH2:9][N:10]2[C:11](=[O:44])[CH:12]([NH:29][C:30](=[O:31])[NH:32][c:33]3[cH:34][c:35]([C:39](=[O:40])[O:41][CH2:42][CH3:43])[cH:36][cH:37][cH:38]3)[CH2:13][N:14]([C:22](=[O:23])[c:24]3[o:25][cH:26][cH:27][cH:28]3)[c:15]3[c:16]2[cH:17][c:18]([CH3:21])[cH:19][cH:20]3)[cH:3][cH:4][cH:5][cH:6]1>>[c:1]1([CH3:45])[c:2]([C:7](=[O:8])[CH2:9][N:10]2[C:11](=[O:44])[CH:12]([NH:29][C:30](=[O:31])[NH:32][c:33]3[cH:34][c:35]([C:39](=[O:40])[OH:41])[cH:36][cH:37][cH:38]3)[CH2:13][N:14]([C:22](=[O:23])[c:24]3[o:25][cH:26][cH:27][cH:28]3)[c:15]3[c:16]2[cH:17][c:18]([CH3:21])[cH:19][cH:20]3)[cH:3][cH:4][cH:5][cH:6]1. Starting materials: N1=CN(C=2C=NC=CC21)C2=CC(=C(S2)C(=O)OC)OCC2=C(C=CC=C2)OC(F)(F)F (methyl 5-(3H-imidazo[4,5-c]pyridin-3-yl)-3-{[2-(trifluoromethoxy)benzyl]oxy}thiophene-2-carboxylate), saturated solution, N (ammonia). The solvent is CO (methanol). The product is N1=CN(C=2C=NC=CC21)C2=CC(=C(S2)C(=O)N)OCC2=C(C=CC=C2)OC(F)(F)F (5-(3H-imidazo[4,5-c]pyridin-3-yl)-3-{[2-(trifluoromethoxy)benzyl]oxy}thiophene-2-carboxamide). RXN SMILES: [N:1]1[C:9]2[CH:8]=[CH:7][N:6]=[CH:5][C:4]=2[N:3]([C:10]2[S:14][C:13]([C:15]([O:17]C)=O)=[C:12]([O:19][CH2:20][C:21]3[CH:26]=[CH:25][CH:24]=[CH:23][C:22]=3[O:27][C:28]([F:31])([F:30])[F:29])[CH:11]=2)[CH:2]=1.[NH3:32]>CO>[N:1]1[C:9]2[CH:8]=[CH:7][N:6]=[CH:5][C:4]=2[N:3]([C:10]2[S:14][C:13]([C:15]([NH2:32])=[O:17])=[C:12]([O:19][CH2:20][C:21]3[CH:26]=[CH:25][CH:24]=[CH:23][C:22]=3[O:27][C:28]([F:30])([F:29])[F:31])[CH:11]=2)[CH:2]=1. Procedure details: In a similar manner as described for example 28, 57 mg of methyl 5-(3H-imidazo[4,5-c]pyridin-3-yl)-3-{[2-(trifluoromethoxy)benzyl]oxy}thiophene-2-carboxylate and 6 ml of a saturated solution of ammonia in methanol yield the title compound.